Dataset: the Open Reaction Database (ORD), a public repository of structured organic reaction records. Task: describe an organic reaction: reactants, conditions, products, and yield Starting materials: [OH-].[Na+] (sodium hydroxide), C(C)(C)(C)OC(=O)N1CCC(CC1)NC(=O)C=1NC2=CC=CC(=C2C1)Br (4-[(4-Bromo-1H-indole-2-carbonyl)-amino]-piperidine-1-carboxylic acid tert-butyl ester), COC1=NC=C(C=C1)B(O)O (2-methoxy-5-pyridine boronic acid), C([O-])([O-])=O.[Na+].[Na+] (sodium carbonate), bis(triphenylphosphine)palladium-(II)-chloride. Solvent: C(C)(=O)OCC (ethyl acetate), C(CC)O (1-propanol). Run at temperature 85 celsius, time 3 hour. Yields the product C(C)(C)(C)OC(=O)N1CCC(CC1)NC(=O)C=1NC2=CC=CC(=C2C1)C=1C=NC(=CC1)OC (4-{[4-(6-Methoxy-pyridin-3-yl)-1H-indole-2-carbonyl]-amino}-piperidine-1-carboxylic acid tert-butyl ester). As a reaction SMILES: [C:1]([O:5][C:6]([N:8]1[CH2:13][CH2:12][CH:11]([NH:14][C:15]([C:17]2[NH:18][C:19]3[C:24]([CH:25]=2)=[C:23](Br)[CH:22]=[CH:21][CH:20]=3)=[O:16])[CH2:10][CH2:9]1)=[O:7])([CH3:4])([CH3:3])[CH3:2].[CH3:27][O:28][C:29]1[CH:34]=[CH:33][C:32](B(O)O)=[CH:31][N:30]=1.C(=O)([O-])[O-].[Na+].[Na+].[OH-].[Na+]>C(O)CC.C(OCC)(=O)C>[C:1]([O:5][C:6]([N:8]1[CH2:13][CH2:12][CH:11]([NH:14][C:15]([C:17]2[NH:18][C:19]3[C:24]([CH:25]=2)=[C:23]([C:32]2[CH:31]=[N:30][C:29]([O:28][CH3:27])=[CH:34][CH:33]=2)[CH:22]=[CH:21][CH:20]=3)=[O:16])[CH2:10][CH2:9]1)=[O:7])([CH3:4])([CH3:3])[CH3:2] |f:2.3.4,5.6|. Procedure details: An argon stream is bubbled through a solution of 182 from above (500 mg, 1.2 mmol) and 2-methoxy-5-pyridine boronic acid (181 mg, 1.2 mmol) in 4 ml of 1-propanol for 15 min. Then 2M aqueous sodium carbonate solution (1.2 ml, 2.4 mmol) and bis(triphenylphosphine)palladium-(II)-chloride (50 mg, 0.07 mmol) are added and the reaction mixture is stirred at 85° C. for 3 h. Then the mixture is cooled to 0° C. and ethyl acetate and concentrated sodium hydroxide solution is added until a pH of 11 is reac... The reactants are C=1C=CC2=C(C1)C=CS2 (thianaphthene), C(C)(=O)O (acetic acid), OO (hydrogen peroxide), O (water). Yields the product C1=CC=C2C(=C1)C=CS2(=O)=O (thianaphthene-1,1-dioxide). RXN SMILES: [CH:1]1[CH:2]=[CH:3][C:4]2[S:9][CH:8]=[CH:7][C:5]=2[CH:6]=1.C(O)(=[O:12])C.OO.[OH2:16]>>[CH:1]1[CH:6]=[C:5]2[CH:7]=[CH:8][S:9](=[O:12])(=[O:16])[C:4]2=[CH:3][CH:2]=1. Reported procedure: A solution of 40 grams of thianaphthene (Aldrich Chemical Co.), acetic acid (240 ml) and 30% hydrogen peroxide (180 ml) was heated at reflux for 15 minutes. This solution was added to water (800 ml), cooled and filtered to give thianaphthene-1,1-dioxide, m.p.--142°-143° C.